The task is: describe an organic reaction: reactants, conditions, products, and yield. This data is from the Open Reaction Database (ORD), a public repository of structured organic reaction records. The reactants are BrCC=1C=C(C(=O)O)C=CC1 (m-bromomethylbenzoic acid), C(C(=O)Cl)(=O)Cl (oxalyl chloride). Reagents/catalysts: CN(C=O)C (dimethylformamide). Run in ClCCl (dichloromethane). Run at time 48 hour. Product: BrCC=1C=C(C(=O)Cl)C=CC1 (m-bromomethylbenzoyl chloride). As a reaction SMILES: [Br:1][CH2:2][C:3]1[CH:4]=[C:5]([CH:9]=[CH:10][CH:11]=1)[C:6](O)=[O:7].C(Cl)(=O)C([Cl:15])=O>CN(C)C=O.ClCCl>[Br:1][CH2:2][C:3]1[CH:4]=[C:5]([CH:9]=[CH:10][CH:11]=1)[C:6]([Cl:15])=[O:7]. Procedure: a solution of 12 g of m-bromomethylbenzoic acid 10.62 g of oxalyl chloride, 100 ml of dichloromethane and 5 drops of dimethylformamide was allowed to stand 48 hours and then evaporated. Hexane and ether were added, the mixture evaporated and the residue distilled on a Kugelroher, giving 12.5 g of m-bromomethylbenzoyl chloride as a yellow liquid. Starting materials: O=C([O-])O, CO, CCCCCC, CCOC(C)=O, ClCCl, O=C(O)c1ccc(O)c(I)c1, [Na+], O=S(=O)(O)O. Yields the product COC(=O)c1ccc(O)c(I)c1. As a reaction SMILES: [C:20](=[O:21])([OH:22])[O-:23].[CH3:25][OH:26].[CH3:27][CH2:28][CH2:29][CH2:30][CH2:31][CH3:32].[CH3:33][CH2:34][O:35][C:36](=[O:37])[CH3:38].[Cl:17][CH2:18][Cl:19].[I:1][c:2]1[cH:3][c:4]([C:5](=[O:6])[OH:7])[cH:8][cH:9][c:10]1[OH:11].[Na+:24].[S:12](=[O:13])(=[O:14])([OH:15])[OH:16]>>[I:1][c:2]1[cH:3][c:4]([C:5](=[O:6])[O:7][CH3:18])[cH:8][cH:9][c:10]1[OH:11]. Starting materials: CN1C(=CC(=C1)[N+](=O)[O-])C=O (1-methyl-4-nitro-2-pyrrolecarboxaldehyde), C(CC(=O)O)(=O)O (malonic acid), OS(=O)(=O)O (H2SO4). The reagents and catalysts are N1CCCCC1 (piperidine). Run in N1=CC=CC=C1 (pyridine). Conditions: temperature 100 celsius, time 4 hour. The product is CN1C(=CC(=C1)[N+](=O)[O-])/C=C/C(=O)O ((E)-1-methyl-4-nitro-2-pyrroleacrylic acid). The yield is 90.2%. Reaction SMILES: [CH3:1][N:2]1[CH:6]=[C:5]([N+:7]([O-:9])=[O:8])[CH:4]=[C:3]1[CH:10]=O.C(O)(=O)[CH2:13][C:14]([OH:16])=[O:15].OS(O)(=O)=O>N1CCCCC1.N1C=CC=CC=1>[CH3:1][N:2]1[CH:6]=[C:5]([N+:7]([O-:9])=[O:8])[CH:4]=[C:3]1/[CH:10]=[CH:13]/[C:14]([OH:16])=[O:15]. Procedure details: Alternatively, a mixture of 1-methyl-4-nitro-2-pyrrolecarboxaldehyde (0.20 g, 1.30 mmol), malonic acid (0.68 g, 6.5 mmol), piperidine (2 drops), and pyridine (2 mL) was stirred at room temperature at for 20 h and at 100° C. for 4 h, then 30% aqueous H2SO4 (10 mL) was added. The precipitate that formed was removed by filtration and washed with water to give (E)-1-methyl-4-nitro-2-pyrroleacrylic acid as fine yellow needles (0.23 g, 92%). 1H NMR [(CD3)2SO] δ 12.35 (br s, 1 H, CO2H), 8.13 (d, J=1.9 ... Starting materials: CC(=O)OCc1ccc(C(=O)C(C)(C)C)cc1, CCO, [K+], [OH-], O. Product: CC(C)(C)C(=O)c1ccc(CO)cc1. As a reaction SMILES: [C:1](=[O:2])([CH3:3])[O:4][CH2:5][c:6]1[cH:7][cH:8][c:9]([C:12]([C:13]([CH3:14])([CH3:15])[CH3:16])=[O:17])[cH:10][cH:11]1.[CH3:20][CH2:21][OH:22].[K+:19].[OH-:18].[OH2:23]>>[OH:4][CH2:5][c:6]1[cH:7][cH:8][c:9]([C:12]([C:13]([CH3:14])([CH3:15])[CH3:16])=[O:17])[cH:10][cH:11]1. The reactants are CN(C=O)C (N,N-dimethylformamide), P(=O)(Cl)(Cl)Cl (phosphoryl trichloride), BrC1=CC=C(C=C1)NC(CC1=CC=CC=C1)=O (N-(4-bromophenyl)-2-phenylacetamide), ClC=1C=C(C=CC1)C(=O)C1=CC(=NC=C1)C(F)(F)F ((3-Chlorophenyl)(2-(trifluoromethyl)pyridin-4-yl)methanone). Conditions: temperature 80 celsius. The product is BrC=1C=C2C=C(C(=NC2=CC1)Cl)C1=CC=CC=C1 (6-Bromo-2-chloro-3-phenylquinoline). RXN SMILES: CN(C)C=O.P(Cl)(Cl)([Cl:8])=O.[Br:11][C:12]1[CH:17]=CC(NC(=O)CC2C=CC=CC=2)=C[CH:13]=1.Cl[C:29]1[CH:30]=[C:31]([C:35]([C:37]2C=[CH:41][N:40]=[C:39]([C:43](F)(F)F)[CH:38]=2)=O)[CH:32]=[CH:33][CH:34]=1>>[Br:11][C:12]1[CH:17]=[C:38]2[C:39](=[CH:43][CH:13]=1)[N:40]=[C:41]([Cl:8])[C:35]([C:31]1[CH:30]=[CH:29][CH:34]=[CH:33][CH:32]=1)=[CH:37]2. Procedure: Into a 50-mL round-bottom flask were placed N,N-dimethylformamide (2.15 g, 29.45 mmol) and phosphoryl trichloride (20.3 g, 132.7 mmol) and the mixture was cooled to 0° C. Then, N-(4-bromophenyl)-2-phenylacetamide (5.7 g, 17.87 mmol, Intermediate 23: step a) was added in portions. The resulting solution was heated at 80° C. for 5 hours, then concentrated under vacuum, followed by dilution with 50 mL of H2O, and then extraction with 3×50 mL of ethyl acetate. The combined organic layers were dried ...